From a dataset of the Open Reaction Database (ORD), a public repository of structured organic reaction records. describe an organic reaction: reactants, conditions, products, and yield Starting materials: Cl (HCl), COC(=O)C=1C(=C2C=C(C(N(C2=CN1)CC1=CC=CC=C1)=O)Br)O (1-benzyl-3-bromo-5-hydroxy-2-oxo-1,2-dihydro-[1,7]naphthyridine-6-carboxylic acid methyl ester), COC=1C=C(C=CC1)B(O)O (3-methoxyphenylboronic acid), [O-]P(=O)([O-])[O-].[K+].[K+].[K+] (K3PO4), O (H2O). The reagents and catalysts are CC(=O)[O-].CC(=O)[O-].[Pd+2] (Pd(OAc)2), COC=1C=CC=C(C1C=2C=CC=CC2P(C3CCCCC3)C4CCCCC4)OC (SPhos). Run in [Cl-].[Na+].O (brine), CCOC(=O)C (EtOAc), C1(=CC=CC=C1)C (toluene). Reaction conditions: temperature 100 celsius. Product: COC(=O)C=1C(=C2C=C(C(N(C2=CN1)CC1=CC=CC=C1)=O)C1=CC(=CC=C1)OC)O (1-Benzyl-5-hydroxy-3-(3-methoxy-phenyl)-2-oxo-1,2-dihydro-[1,7]naphthyridine-6-carboxylic acid methyl ester). Yield: 79.6%. As a reaction SMILES: [CH3:1][O:2][C:3]([C:5]1[C:6]([OH:24])=[C:7]2[C:12](=[CH:13][N:14]=1)[N:11]([CH2:15][C:16]1[CH:21]=[CH:20][CH:19]=[CH:18][CH:17]=1)[C:10](=[O:22])[C:9](Br)=[CH:8]2)=[O:4].[CH3:25][O:26][C:27]1[CH:28]=[C:29](B(O)O)[CH:30]=[CH:31][CH:32]=1.[O-]P([O-])([O-])=O.[K+].[K+].[K+].O.Cl>C1(C)C=CC=CC=1.[Cl-].[Na+].O.CC([O-])=O.CC([O-])=O.[Pd+2].COC1C=CC=C(OC)C=1C1C=CC=CC=1P(C1CCCCC1)C1CCCCC1.CCOC(C)=O>[CH3:1][O:2][C:3]([C:5]1[C:6]([OH:24])=[C:7]2[C:12](=[CH:13][N:14]=1)[N:11]([CH2:15][C:16]1[CH:21]=[CH:20][CH:19]=[CH:18][CH:17]=1)[C:10](=[O:22])[C:9]([C:31]1[CH:30]=[CH:29][CH:28]=[C:27]([O:26][CH3:25])[CH:32]=1)=[CH:8]2)=[O:4] |f:2.3.4.5,9.10.11,12.13.14|. Procedure: A mixture of 1-benzyl-3-bromo-5-hydroxy-2-oxo-1,2-dihydro-[1,7]naphthyridine-6-carboxylic acid methyl ester (220 mg, 0.57 mmol), 3-methoxyphenylboronic acid (129 mg, 0.85 mmol), K3PO4 (240 mg, 1.13 mmol), H2O (20 mg, 1.13 mmol), SPhos (12 mg, 0.028 mmol) and Pd(OAc)2 (11 mg, 0.017 mmol) in toluene (10 mL) was heated at 100° C. under nitrogen atmosphere for 16 h. After the mixture was cooled to r.t., brine (15 mL) and EtOAc (30 mL) were added. 1 M HCl was added with stirring until pH was about 3,...